This data is from the Open Reaction Database (ORD), a public repository of structured organic reaction records. The task is: describe an organic reaction: reactants, conditions, products, and yield Starting materials: CC(=O)O, CCO, [K+], [OH-], CCOC(=O)CCCn1cc(C(=O)c2ccc(OC(CCN3CCN(c4ccccc4OC)CC3)c3ccccc3)cc2)c2ccccc21. Yields the product COc1ccccc1N1CCN(CCC(Oc2ccc(C(=O)c3cn(CCCC(=O)O)c4ccccc34)cc2)c2ccccc2)CC1. As a reaction SMILES: [CH3:52][C:53](=[O:54])[OH:55].[CH3:56][CH2:57][OH:58].[K+:51].[OH-:50].[c:1]1([CH:7]([CH2:8][CH2:9][N:10]2[CH2:11][CH2:12][N:13]([c:16]3[c:17]([O:22][CH3:23])[cH:18][cH:19][cH:20][cH:21]3)[CH2:14][CH2:15]2)[O:24][c:25]2[cH:26][cH:27][c:28]([C:29](=[O:30])[c:31]3[cH:32][n:33]([CH2:40][CH2:41][CH2:42][C:43](=[O:44])[O:45][CH2:46][CH3:47])[c:34]4[cH:35][cH:36][cH:37][cH:38][c:39]34)[cH:48][cH:49]2)[cH:2][cH:3][cH:4][cH:5][cH:6]1>>[c:1]1([CH:7]([CH2:8][CH2:9][N:10]2[CH2:11][CH2:12][N:13]([c:16]3[c:17]([O:22][CH3:23])[cH:18][cH:19][cH:20][cH:21]3)[CH2:14][CH2:15]2)[O:24][c:25]2[cH:26][cH:27][c:28]([C:29](=[O:30])[c:31]3[cH:32][n:33]([CH2:40][CH2:41][CH2:42][C:43](=[O:44])[OH:45])[c:34]4[cH:35][cH:36][cH:37][cH:38][c:39]34)[cH:48][cH:49]2)[cH:2][cH:3][cH:4][cH:5][cH:6]1. The reactants are CC(C)(C)NS(=O)(=O)C1=C(N(C2=CC=CC=C12)CCOC1OCCCC1)C(=O)O (3-[[(1,1-dimethylethyl)amino]sulfonyl]-1-[2-(tetrahydro-2-pyranyloxy)ethyl]1H-indole-2-carboxylic acid), Cl (HCl). Solvent: CC(=O)C (acetone). Reaction conditions: time 8 hour. Product: NS(=O)(=O)C1=C(N(C2=CC=CC=C12)CCO)C(=O)O (3-(Aminosulfonyl)-1-(2-hydroxyethyl)-1H-indole-2-carboxylic acid). Yield: 114.7%. RXN SMILES: CC([NH:5][S:6]([C:9]1[C:17]2[C:12](=[CH:13][CH:14]=[CH:15][CH:16]=2)[N:11]([CH2:18][CH2:19][O:20]C2CCCCO2)[C:10]=1[C:27]([OH:29])=[O:28])(=[O:8])=[O:7])(C)C.Cl>CC(C)=O>[NH2:5][S:6]([C:9]1[C:17]2[C:12](=[CH:13][CH:14]=[CH:15][CH:16]=2)[N:11]([CH2:18][CH2:19][OH:20])[C:10]=1[C:27]([OH:29])=[O:28])(=[O:8])=[O:7]. Procedure: To 50 mL acetone plus 1.80 g (4.2 mmol) of 3-[[(1,1-dimethylethyl)amino]sulfonyl]-1-[2-(tetrahydro-2-pyranyloxy)ethyl]1H-indole-2-carboxylic acid was added 4.2 mL 1N HCl and the mixture was stirred overnight. Acetone was then evaporated and the residue extracted with ethyl acetate three times. The organic layer was washed once with brine, dried (Na2SO4) and stripped to dryness. The residue was then taken up in trifluoroacetic acid (20 mL) then evaporated in vacuo after several hours at room temp... Starting materials: C1COC2(CCC(CC2)=O)O1 (1,4-cyclohexanedione monoethylene ketal), Grignard reagent, [Mg] (magnesium), BrC1=CC2=C(OCCO2)C=C1 (6-bromo-1,4-benzodioxane). Solvent: C1CCOC1 (THF). Conditions: time 16 hour. Product: O1CCOC2=C1C=CC(=C2)C2(CCCCC2)O (4-(1,4-benzodioxan-6-yl)-4-hydroxycyclohexane). RXN SMILES: [CH2:1]1[O:11][C:4]2([CH2:9][CH2:8][C:7](=O)[CH2:6][CH2:5]2)[O:3][CH2:2]1.[Mg].Br[C:14]1[CH:23]=[CH:22][C:17]2[O:18]CCO[C:16]=2[CH:15]=1>C1COCC1>[O:11]1[C:4]2[CH:9]=[CH:8][C:7]([C:17]3([OH:18])[CH2:22][CH2:23][CH2:14][CH2:15][CH2:16]3)=[CH:6][C:5]=2[O:3][CH2:2][CH2:1]1. Reported procedure: A solution of 1,4-cyclohexanedione monoethylene ketal (7.8 g, 50 mmole) in 50 ml dry THF was added to a of the Grignard reagent prepared from magnesium metal (1.34 g, 55 mmole) and 6-bromo-1,4-benzodioxane (10.75 g, 50 mmole). The mixture was stirred for 16 hr, quenched with saturated NH4Cl and extracted with ether. The ether extracts were dried with Na2SO4 and the solvent removed in vacuo. Acetone (75 ml) and 1 N HCl (75 ml) were added and the solution was stirred 18 hr to give a tan precipitat... Reactants: c1c(n(nc1CNC)C)C#N, [Cu]I, c1(c(ncc(c1)Br)N(C(OC(C)(C)C)=O)C(=O)OC(C)(C)C)O[C@@H](c1c(ccc(c1)F)C(OC)=O)C. The reagents and catalysts are c1ccc(cc1)-c2c3ccccc3cc4ccccc24 (9-Phenylanthracene), CC(=O)[O-].[K+] (KOAc), P([C@]12C[C@@H]3C[C@H](C2)C[C@@H](C1)C3)([C@]12C[C@@H]3C[C@@H](C2)C[C@@H](C1)C3)CCCC (cataCXium A), C(O[Pd]OC(C)=O)(C)=O (Pd(OAc)2). Solvent: CCC(C)(C)O (t-AmOH). Conditions: temperature 110 celsius, time 18 hour. Product: CNCc1nn(C)c(C#N)c1c2cnc(N(C(=O)OC(C)(C)C)C(=O)OC(C)(C)C)c(O[C@H](C)c3cc(F)ccc3C(=O)OC)n2. As a reaction SMILES: [CH3:1][O:2][C:3]([c:5]1[c:11]([C@H:12]([O:14][c:15]2[c:19]([N:20]([C:28]([O:30][C:31]([CH3:34])([CH3:33])[CH3:32])=[O:29])[C:21]([O:23][C:24]([CH3:27])([CH3:26])[CH3:25])=[O:22])[n:18][cH:17][c:16](Br)c2)[CH3:13])[cH:10][c:8]([F:9])[cH:7][cH:6]1)=[O:4].[CH3:35][NH:36][CH2:37][c:38]1[n:45][n:43]([CH3:44])[c:40]([C:41]#[N:42])[cH:39]1.I[Cu]>>[CH3:35][NH:36][CH2:37][c:38]1[c:39]([c:16]2n[c:15]([O:14][C@@H:12]([c:11]3[c:5]([C:3]([O:2][CH3:1])=[O:4])[cH:6][cH:7][c:8]([F:9])[cH:10]3)[CH3:13])[c:19]([N:20]([C:28]([O:30][C:31]([CH3:34])([CH3:33])[CH3:32])=[O:29])[C:21]([O:23][C:24]([CH3:27])([CH3:26])[CH3:25])=[O:22])[n:18][cH:17]2)[c:40]([C:41]#[N:42])[n:43]([CH3:44])[n:45]1. Starting materials: C1CN(CCN1CCO)CCS(=O)(=O)O (HEPES), O=C[C@H](O)[C@@H](O)[C@H](O)[C@H](O)CO (glucose), C1CN(CCN1CCO)CCS(=O)(=O)O (HEPES), O.N[C@@H](CCC(=O)[O-])C(=O)[O-].[Na+].[Na+] (sodium L-glutamate monohydrate), O=C[C@H](O)[C@@H](O)[C@H](O)[C@H](O)CO (glucose). Yields the product N[C@@H](CCC(=O)[O-])C(=O)[O-].[Na+].[Na+] (sodium glutamate). Reaction SMILES: O=C[C@@H]([C@H]([C@@H]([C@@H](CO)O)O)O)O.C1N(CCO)CCN(CCS(O)(=O)=O)C1.O.[NH2:29][C@H:30]([C:36]([O-:38])=[O:37])[CH2:31][CH2:32][C:33]([O-:35])=[O:34].[Na+:39].[Na+]>>[NH2:29][C@H:30]([C:36]([O-:38])=[O:37])[CH2:31][CH2:32][C:33]([O-:35])=[O:34].[Na+:39].[Na+:39] |f:2.3.4.5,6.7.8|. Reported procedure: A sodium glutamate reagent was prepared in the same manner as in tile above preparation of the glucose reagent except that tile 30 mM HEPES buffer solution containing 1.5% (wt/vol.) glucose was replaced with a 30 mM HEPES buffer solution containing 3.0% (wt/vol) sodium L-glutamate monohydrate. Starting materials: C(C)(=O)NC1=C(C(=O)O)C=CC(=C1)[N+](=O)[O-] (2-acetamido-4-nitrobenzoic acid), N[C@H]1CC2CC[C@H]3[C@@H]4CC[C@H]([C@@H](CCCC(C)C)C)[C@]4(CC[C@@H]3[C@]2(CC1)C)C (3α-aminocholestane). Product: C(C)(=O)NC1=C(C(=O)N[C@H]2CC3CC[C@H]4[C@@H]5CC[C@H]([C@@H](CCCC(C)C)C)[C@]5(CC[C@@H]4[C@]3(CC2)C)C)C=CC(=C1)[N+](=O)[O-] (3α-N-(2-acetamido-4-nitrobenzoyl)amino-cholestane). Isolated yield 37.0%. RXN SMILES: [C:1]([NH:4][C:5]1[CH:13]=[C:12]([N+:14]([O-:16])=[O:15])[CH:11]=[CH:10][C:6]=1[C:7]([OH:9])=O)(=[O:3])[CH3:2].[NH2:17][C@@H:18]1[CH2:42][CH2:41][C@@:40]2([CH3:43])[CH:20]([CH2:21][CH2:22][C@@H:23]3[C@@H:39]2[CH2:38][CH2:37][C@@:36]2([CH3:44])[C@H:24]3[CH2:25][CH2:26][C@@H:27]2[C@H:28]([CH3:35])[CH2:29][CH2:30][CH2:31][CH:32]([CH3:34])[CH3:33])[CH2:19]1>>[C:1]([NH:4][C:5]1[CH:13]=[C:12]([N+:14]([O-:16])=[O:15])[CH:11]=[CH:10][C:6]=1[C:7]([NH:17][C@@H:18]1[CH2:42][CH2:41][C@@:40]2([CH3:43])[CH:20]([CH2:21][CH2:22][C@@H:23]3[C@@H:39]2[CH2:38][CH2:37][C@@:36]2([CH3:44])[C@H:24]3[CH2:25][CH2:26][C@@H:27]2[C@H:28]([CH3:35])[CH2:29][CH2:30][CH2:31][CH:32]([CH3:34])[CH3:33])[CH2:19]1)=[O:9])(=[O:3])[CH3:2]. Procedure details: By using 2-acetamido-4-nitrobenzoic acid (800 mg, 3.57 mmol) and 3α-aminocholestane (1.4 g, 3.61 mmol), the title compound was obtained in the same manner as in Synthetic Example BB1 (784 mg, yield; 37.0%).